This data is from the Open Reaction Database (ORD), a public repository of structured organic reaction records. The task is: describe an organic reaction: reactants, conditions, products, and yield Starting materials: C(#N)C1=CC=C(C=C1)C1N(C(N(C=2CCCC(C12)=O)C1=CC(=CC=C1)C(F)(F)F)=O)S(=O)(=O)CCCC(=O)O (4-(4-(4-cyanophenyl)-2,5-dioxo-1-(3-(tri-fluoromethyl)phenyl)-1,2,5,6,7,8-hexahydroquinazolin-3(4H)-ylsulfonyl)butanoic acid), C(#N)C1=CC=C(C=C1)C=1C(=C(C=CC1)C1N(C(N(C=2CCCC(C12)=O)C1=CC(=CC=C1)C(F)(F)F)=O)S(=O)(=O)C=1C=C(SC1)C(=O)OC)C#N (Methyl 4-(4-(4-Cyanophenylcyanophenyl)-2,5-dioxo-1-(3-(trifluoromethyl)phenyl)-1,2,5,6,7,8-hexahydroquinazolin-3(4H)-ylsulfonyl)thiophene-2-carboxylate). Yields the product C(#N)C1=CC=C(C=C1)C1N(C(N(C=2CCCC(C12)=O)C1=CC(=CC=C1)C(F)(F)F)=O)S(=O)(=O)C=1C=C(SC1)C(=O)O (4-(4-(4-Cyanophenyl)-2,5-dioxo-1-(3-(trifluoromethyl)phenyl)-1,2,5,6,7,8-hexahydroquinazolin-3(4H)-ylsulfonyl)thiophene-2-carboxylic acid). As a reaction SMILES: [C:1]([C:3]1[CH:8]=[CH:7][C:6]([CH:9]2[C:18]3[C:17](=[O:19])[CH2:16][CH2:15][CH2:14][C:13]=3[N:12]([C:20]3[CH:25]=[CH:24][CH:23]=[C:22]([C:26]([F:29])([F:28])[F:27])[CH:21]=3)[C:11](=[O:30])[N:10]2[S:31]([CH2:34][CH2:35][CH2:36][C:37]([OH:39])=[O:38])(=[O:33])=[O:32])=[CH:5][CH:4]=1)#[N:2].C(C1C=CC(C2C(C#N)=C(C3C4C(=O)CCCC=4N(C4C=CC=C(C(F)(F)F)C=4)C(=O)N3[S:76]([C:79]3C=C(C(OC)=O)SC=3)(=O)=O)C=CC=2)=CC=1)#N>>[C:1]([C:3]1[CH:8]=[CH:7][C:6]([CH:9]2[C:18]3[C:17](=[O:19])[CH2:16][CH2:15][CH2:14][C:13]=3[N:12]([C:20]3[CH:25]=[CH:24][CH:23]=[C:22]([C:26]([F:27])([F:29])[F:28])[CH:21]=3)[C:11](=[O:30])[N:10]2[S:31]([C:34]2[CH:35]=[C:36]([C:37]([OH:39])=[O:38])[S:76][CH:79]=2)(=[O:32])=[O:33])=[CH:5][CH:4]=1)#[N:2]. Reported procedure: The title compound is prepared in analogy to 4-(4-(4-cyanophenyl)-2,5-dioxo-1-(3-(tri-fluoromethyl)phenyl)-1,2,5,6,7,8-hexahydroquinazolin-3(4H)-ylsulfonyl)butanoic acid example 45), using methyl 4-(4-(4-cyanophenyl)-2,5-dioxo-1-(3-(trifluoromethyl)phenyl)-1,2,5,6,7,8-hexahydroquinazolin-3(4H)-ylsulfonyl)thiophene-2-carboxylate (example 44, 22 mg, 36 μmol) as starting material. Yield: 9 mg; ESI mass spectrum [M+H]+=602; Retention time HPLC: 0.94 min (Z018_S04).